This data is from the Open Reaction Database (ORD), a public repository of structured organic reaction records. The task is: describe an organic reaction: reactants, conditions, products, and yield The reactants are CN(C)C=O, CN1CCCC1, CCO, Cl, Cl, NC1CNC1, Nc1nc(-n2cc(C(=O)O)c(=O)c3cc(F)c(F)c(Br)c32)ccc1F. Product: Nc1nc(-n2cc(C(=O)O)c(=O)c3cc(F)c(N4CC(N)C4)c(Br)c32)ccc1F. Reaction SMILES: [CH3:1][N:2]([CH3:3])[CH:4]=[O:5].[CH3:38][N:39]1[CH2:40][CH2:41][CH2:42][CH2:43]1.[CH3:44][CH2:45][OH:46].[ClH:31].[ClH:32].[NH2:33][CH:34]1[CH2:35][NH:36][CH2:37]1.[NH2:6][c:7]1[c:8]([F:30])[cH:9][cH:10][c:11](-[n:13]2[cH:14][c:15]([C:27](=[O:28])[OH:29])[c:16](=[O:26])[c:17]3[cH:18][c:19]([F:25])[c:20]([F:24])[c:21]([Br:23])[c:22]23)[n:12]1>>[NH2:6][c:7]1[c:8]([F:30])[cH:9][cH:10][c:11](-[n:13]2[cH:14][c:15]([C:27](=[O:28])[OH:29])[c:16](=[O:26])[c:17]3[cH:18][c:19]([F:25])[c:20]([N:36]4[CH2:35][CH:34]([NH2:33])[CH2:37]4)[c:21]([Br:23])[c:22]23)[n:12]1. Starting materials: O[C@H](C(=O)OC)CC1=CC=CC=C1 (methyl 2(S)-hydroxy-3-phenylpropionate), N1=CC=CC=C1 (pyridine), C(OC1=CC=CC=C1)(=O)Cl (phenyl chlorocarbonate). Solvent: C(Cl)Cl (methylene chloride). Product: O(C1=CC=CC=C1)C(=O)O[C@H](C(=O)OC)CC1=CC=CC=C1 (methyl 2(S)-phenoxycarbonyloxy-3-phenylpropionate). Yield: 114.1%. As a reaction SMILES: [OH:1][C@@H:2]([CH2:7][C:8]1[CH:13]=[CH:12][CH:11]=[CH:10][CH:9]=1)[C:3]([O:5][CH3:6])=[O:4].N1C=CC=CC=1.[C:20](Cl)(=[O:28])[O:21][C:22]1[CH:27]=[CH:26][CH:25]=[CH:24][CH:23]=1>C(Cl)Cl>[O:21]([C:20]([O:1][C@@H:2]([CH2:7][C:8]1[CH:13]=[CH:12][CH:11]=[CH:10][CH:9]=1)[C:3]([O:5][CH3:6])=[O:4])=[O:28])[C:22]1[CH:27]=[CH:26][CH:25]=[CH:24][CH:23]=1. Procedure details: To methyl 2(S)-hydroxy-3-phenylpropionate (5.0 g) and pyridine (8.78 g) in methylene chloride (50 ml) was dropwise added phenyl chlorocarbonate (4.78 g) under cooling at 0°-10° C. over 30 minutes. After the dropwise addition, the mixture was stirred at said temperature for 60 minutes, washed with 10% hydrochloric acid and water, dried over magnesium sulfate, and concentrated to dryness under reduced pressure. As a result, 9.51 g of methyl 2(S)-phenoxycarbonyloxy-3-phenylpropionate was obtained a... Starting materials: ClCCCBr, ClCC=CBr, C1COCCN1, Cc1ccccc1. Product: ClCCCN1CCOCC1. RXN SMILES: [Br:12][CH2:13][CH2:14][CH2:15][Cl:16].[Br:7][CH:8]=[CH:9][CH2:10][Cl:11].[CH2:1]1[CH2:2][O:3][CH2:4][CH2:5][NH:6]1.[CH3:17][c:18]1[cH:19][cH:20][cH:21][cH:22][cH:23]1>>[CH2:1]1[CH2:2][O:3][CH2:4][CH2:5][N:6]1[CH2:8][CH2:9][CH2:10][Cl:11]. The reactants are O=C([O-])[O-], CI, O=C1NS(=O)(=O)C(c2ccccc2)=C1Cl, [K+], [K+], CN(C)C=O, O. The product is CN1C(=O)C(Cl)=C(c2ccccc2)S1(=O)=O. As a reaction SMILES: [C:18](=[O:19])([O-:20])[O-:21].[CH3:16][I:17].[Cl:1][C:2]1=[C:6]([c:7]2[cH:8][cH:9][cH:10][cH:11][cH:12]2)[S:5](=[O:13])(=[O:14])[NH:4][C:3]1=[O:15].[K+:22].[K+:23].[O:25]=[CH:26][N:27]([CH3:28])[CH3:29].[OH2:24]>>[Cl:1][C:2]1=[C:6]([c:7]2[cH:8][cH:9][cH:10][cH:11][cH:12]2)[S:5](=[O:13])(=[O:14])[N:4]([CH3:18])[C:3]1=[O:15].